From a dataset of the Open Reaction Database (ORD), a public repository of structured organic reaction records. describe an organic reaction: reactants, conditions, products, and yield The reactants are CN(C)C(=O)CN1CCNCC1, O=C(O)Cc1csc(NC(=O)c2ccc(Cl)cc2)n1. The product is CN(C)C(=O)CN1CCN(C(=O)Cc2csc(NC(=O)c3ccc(Cl)cc3)n2)CC1. As a reaction SMILES: [CH3:20][N:21]([C:22]([CH2:23][N:24]1[CH2:25][CH2:26][NH:27][CH2:28][CH2:29]1)=[O:30])[CH3:31].[Cl:1][c:2]1[cH:3][cH:4][c:5]([C:6](=[O:7])[NH:8][c:9]2[s:10][cH:11][c:12]([CH2:14][C:15](=[O:16])[OH:17])[n:13]2)[cH:18][cH:19]1>>[Cl:1][c:2]1[cH:3][cH:4][c:5]([C:6](=[O:7])[NH:8][c:9]2[s:10][cH:11][c:12]([CH2:14][C:15](=[O:17])[N:27]3[CH2:26][CH2:25][N:24]([CH2:23][C:22]([N:21]([CH3:20])[CH3:31])=[O:30])[CH2:29][CH2:28]3)[n:13]2)[cH:18][cH:19]1. Starting materials: CC1(CC(C(NC2=C1C=CC(=C2)[N+](=O)[O-])=O)NC(COC)=O)C (N-(5,5-Dimethyl-8-nitro-2-oxo-2,3,4,5-tetrahydro-1H-1-benzazepin-3-yl)-2-methoxy-acetamide). Run in C1CCOC1 (THF), C1CCOC1 (THF). Conditions: temperature 70 celsius. Yields the product CC1(CC(CNC2=C1C=CC(=C2)[N+](=O)[O-])NCCOC)C ((5,5-Dimethyl-8-nitro-2,3,4,5-tetrahydro-1H-1-benzazepin-3-yl)-(2-methoxy-ethyl)-amine). Reaction SMILES: [CH3:1][C:2]1([CH3:23])[C:8]2[CH:9]=[CH:10][C:11]([N+:13]([O-:15])=[O:14])=[CH:12][C:7]=2[NH:6][C:5](=O)[CH:4]([NH:17][C:18](=O)[CH2:19][O:20][CH3:21])[CH2:3]1>C1COCC1>[CH3:1][C:2]1([CH3:23])[C:8]2[CH:9]=[CH:10][C:11]([N+:13]([O-:15])=[O:14])=[CH:12][C:7]=2[NH:6][CH2:5][CH:4]([NH:17][CH2:18][CH2:19][O:20][CH3:21])[CH2:3]1. Reported procedure: A solution of N-(5,5-Dimethyl-8-nitro-2-oxo-2,3,4,5-tetrahydro-1H-1-benzazepin-3-yl)-2-methoxy-acetamide (0.138 g, 0.43 mmol) in THF (10 mL, 0.1 mol) was treated with 1 M of Borane-THF complex in THF (3 mL). The reaction mixture was heated at 70° C. for 3 hours. The reaction mixture was quenched by the slow dropwise addition of methanol until all bubbling ceased, was concentrated, taken up in CH2Cl2 and washed with water. The organic layer was dried over magnesium sulfate, filtered, and concentr... The reactants are C[SiH](C)OC(c1c[nH]cn1)C(C)(C)C, CC(=O)O[Cu]OC(C)=O, COc1cc(B(O)O)cc(OC)c1OC, ClCCl, c1ccncc1. Product: COc1cc(-n2cnc(C(O[SiH](C)C)C(C)(C)C)c2)cc(OC)c1OC. RXN SMILES: [C:16]([CH3:17])([CH3:18])([CH3:19])[CH:20]([c:21]1[n:22][cH:23][nH:24][cH:25]1)[O:26][SiH:27]([CH3:28])[CH3:29].[C:39]([O:40][Cu:41][O:42][C:43](=[O:44])[CH3:45])(=[O:46])[CH3:47].[CH3:1][O:2][c:3]1[cH:4][c:5]([B:13]([OH:14])[OH:15])[cH:6][c:7]([O:11][CH3:12])[c:8]1[O:9][CH3:10].[Cl:36][CH2:37][Cl:38].[cH:30]1[cH:31][cH:32][n:33][cH:34][cH:35]1>>[CH3:1][O:2][c:3]1[cH:4][c:5](-[n:24]2[cH:23][n:22][c:21]([CH:20]([C:16]([CH3:17])([CH3:18])[CH3:19])[O:26][SiH:27]([CH3:28])[CH3:29])[cH:25]2)[cH:6][c:7]([O:11][CH3:12])[c:8]1[O:9][CH3:10]. Reactants: C(C=C)OC=1C=C(OC2=CC=C(C=O)C=C2)C=C(C1)C (4-[3-(allyloxy)-5-methylphenoxy]benzaldehyde), CC1=C(N)C=CC=C1[N+](=O)[O-] (2-methyl-3-nitroaniline). Yields the product C(C=C)OC=1C=C(OC2=CC=C(CNC3=C(C(=CC=C3)[N+](=O)[O-])C)C=C2)C=C(C1)C (N-{4-[3-(allyloxy)-5-methylphenoxy]benzyl}-N-(2-methyl-3-nitrophenyl)amine). RXN SMILES: [CH2:1]([O:4][C:5]1[CH:6]=[C:7]([CH:17]=[C:18]([CH3:20])[CH:19]=1)[O:8][C:9]1[CH:16]=[CH:15][C:12]([CH:13]=O)=[CH:11][CH:10]=1)[CH:2]=[CH2:3].[CH3:21][C:22]1[C:28]([N+:29]([O-:31])=[O:30])=[CH:27][CH:26]=[CH:25][C:23]=1[NH2:24]>>[CH2:1]([O:4][C:5]1[CH:6]=[C:7]([CH:17]=[C:18]([CH3:20])[CH:19]=1)[O:8][C:9]1[CH:16]=[CH:15][C:12]([CH2:13][NH:24][C:23]2[CH:25]=[CH:26][CH:27]=[C:28]([N+:29]([O-:31])=[O:30])[C:22]=2[CH3:21])=[CH:11][CH:10]=1)[CH:2]=[CH2:3]. Procedure details: The product from Example 89B and 2-methyl-3-nitroaniline were processed as in Example 6A to provide the title compound. MS (ESI−) m/z 403 (M−H)−. The reactants are CCc1nc2c(cnn2CC)c(NC2CCOCC2)c1CNC(=O)CCCCCCCBr, CC(C)(C)[Si](C)(C)OC(CNCCCC#Cc1ccc(NC(=O)C(F)(F)F)cc1)c1ccc(O)c2[nH]c(=O)ccc12. Yields the product CCc1nc2c(cnn2CC)c(NC2CCOCC2)c1CNC(=O)CCCCCCCNCC(O[Si](C)(C)C(C)(C)C)c1ccc(O)c2[nH]c(=O)ccc12. As a reaction SMILES: [Br:42][CH2:43][CH2:44][CH2:45][CH2:46][CH2:47][CH2:48][CH2:49][C:50](=[O:51])[NH:52][CH2:53][c:54]1[c:55]([NH:67][CH:68]2[CH2:69][CH2:70][O:71][CH2:72][CH2:73]2)[c:56]2[c:57]([n:58][c:59]1[CH2:60][CH3:61])[n:62]([CH2:65][CH3:66])[n:63][cH:64]2.[C:1]([CH3:2])([CH3:3])([CH3:4])[Si:5]([O:6][CH:7]([CH2:8][NH:9][CH2:10][CH2:11][CH2:12][C:13]#[C:14][c:15]1[cH:16][cH:17][c:18]([NH:19][C:20](=[O:21])[C:22]([F:23])([F:24])[F:25])[cH:26][cH:27]1)[c:28]1[c:29]2[cH:30][cH:31][c:32](=[O:39])[nH:33][c:34]2[c:35]([OH:38])[cH:36][cH:37]1)([CH3:40])[CH3:41]>>[C:1]([CH3:2])([CH3:3])([CH3:4])[Si:5]([O:6][CH:7]([CH2:8][NH:9][CH2:43][CH2:44][CH2:45][CH2:46][CH2:47][CH2:48][CH2:49][C:50](=[O:51])[NH:52][CH2:53][c:54]1[c:55]([NH:67][CH:68]2[CH2:69][CH2:70][O:71][CH2:72][CH2:73]2)[c:56]2[c:57]([n:58][c:59]1[CH2:60][CH3:61])[n:62]([CH2:65][CH3:66])[n:63][cH:64]2)[c:28]1[c:29]2[cH:30][cH:31][c:32](=[O:39])[nH:33][c:34]2[c:35]([OH:38])[cH:36][cH:37]1)([CH3:40])[CH3:41]. Reactants: C1(=CC=CC2=CC=CC=C12)O (1-napthol), BrC(C(C)Br)C (dibromobutane), C(C)#N (acetonitrile). Product: BrCCCCOC1=CC=CC2=CC=CC=C12 (1-(4-bromobutoxy) naphthalene). RXN SMILES: [C:1]1([OH:11])[C:10]2[C:5](=[CH:6][CH:7]=[CH:8][CH:9]=2)[CH:4]=[CH:3][CH:2]=1.[Br:12][CH:13](C)[CH:14](Br)C.[C:18](#N)[CH3:19]>>[Br:12][CH2:13][CH2:14][CH2:18][CH2:19][O:11][C:1]1[C:10]2[C:5](=[CH:6][CH:7]=[CH:8][CH:9]=2)[CH:4]=[CH:3][CH:2]=1. Procedure: To demonstrate the utility of the process and the EWOD chips 98 for chemical reactions other than radiochemistry, a simple chemical synthesis (not involving radioisotope) in a volatile organic solvent was performed using an EWOD chip. Due to the “open” structure of an EWOD chip, microliter droplets of organic solvents evaporate very rapidly, especially at elevated temperatures, before chemical reactions can occur. An approach utilized to allow the reactions to progress before the solvent is evap... Reactants: C(C)N(C1=CC(=C(C=C1)NC(=O)C=1C=C(C(=O)N(CCN(CCOCCOCCOCCC(=O)OC(C)(C)C)CCOC)C)C=CC1)C1=NC=C(C=C1)C(NCC1=CC(=CC=C1)C(F)(F)F)=O)CC (tert-Butyl 3-[2-[2-[2-[2-[[3-[[4-(diethylamino)-2-[5-[[3-(trifluoromethyl)phenyl]methylcarbamoyl]-2-pyridyl]phenyl]carbamoyl]benzoyl]-methyl-amino]ethyl-(2-methoxyethyl)amino]ethoxy]ethoxy]ethoxy]propanoate), Cl (hydrochloric acid). Product: carboxylic acid, C(C)N(C1=CC(=C(C=C1)NC(=O)C=1C=C(C(=O)N(CCN(CCOCCOCCOCCC(=O)O)CCOC)C)C=CC1)C1=NC=C(C=C1)C(NCC1=CC(=CC=C1)C(F)(F)F)=O)CC (3-[2-[2-[2-[2-[[3-[[4-(diethylamino)-2-[5-[[3-(trifluoromethyl)phenyl]methylcarbamoyl]-2-pyridyl]phenyl]carbamoyl]benzoyl]-methyl-amino]ethyl-(2-methoxyethyl)amino]ethoxy]ethoxy]ethoxy]propanoic acid). RXN SMILES: [CH2:1]([N:3]([CH2:68][CH3:69])[C:4]1[CH:9]=[CH:8][C:7]([NH:10][C:11]([C:13]2[CH:14]=[C:15]([CH:45]=[CH:46][CH:47]=2)[C:16]([N:18]([CH3:44])[CH2:19][CH2:20][N:21]([CH2:40][CH2:41][O:42][CH3:43])[CH2:22][CH2:23][O:24][CH2:25][CH2:26][O:27][CH2:28][CH2:29][O:30][CH2:31][CH2:32][C:33]([O:35]C(C)(C)C)=[O:34])=[O:17])=[O:12])=[C:6]([C:48]2[CH:53]=[CH:52][C:51]([C:54](=[O:67])[NH:55][CH2:56][C:57]3[CH:62]=[CH:61][CH:60]=[C:59]([C:63]([F:66])([F:65])[F:64])[CH:58]=3)=[CH:50][N:49]=2)[CH:5]=1)[CH3:2].Cl>>[CH2:68]([N:3]([CH2:1][CH3:2])[C:4]1[CH:9]=[CH:8][C:7]([NH:10][C:11]([C:13]2[CH:14]=[C:15]([CH:45]=[CH:46][CH:47]=2)[C:16]([N:18]([CH3:44])[CH2:19][CH2:20][N:21]([CH2:40][CH2:41][O:42][CH3:43])[CH2:22][CH2:23][O:24][CH2:25][CH2:26][O:27][CH2:28][CH2:29][O:30][CH2:31][CH2:32][C:33]([OH:35])=[O:34])=[O:17])=[O:12])=[C:6]([C:48]2[CH:53]=[CH:52][C:51]([C:54](=[O:67])[NH:55][CH2:56][C:57]3[CH:62]=[CH:61][CH:60]=[C:59]([C:63]([F:64])([F:66])[F:65])[CH:58]=3)=[CH:50][N:49]=2)[CH:5]=1)[CH3:69]. Procedure: tert-Butyl 3-[2-[2-[2-[2-[[3-[[4-(diethylamino)-2-[5-[[3-(trifluoromethyl)phenyl]methylcarbamoyl]-2-pyridyl]phenyl]carbamoyl]benzoyl]-methyl-amino]ethyl-(2-methoxyethyl)amino]ethoxy]ethoxy]ethoxy]propanoate (0.101 g, 0.105 mmol) Example 336 and hydrochloric acid (4N in dioxane, 3 mL) were stirred for 4 hours at room temperature and then evaporated to give the carboxylic acid, 3-[2-[2-[2-[2-[[3-[[4-(diethylamino)-2-[5-[[3-(trifluoromethyl)phenyl]methylcarbamoyl]-2-pyridyl]phenyl]carbamoyl]benzoyl...